Dataset: the Open Reaction Database (ORD), a public repository of structured organic reaction records. Task: describe an organic reaction: reactants, conditions, products, and yield The reactants are BrC1=CC=C(C=C1)C=1N=C(N=NC1C1=CC=C(C=C1)Br)C1=NC=CC=N1 (5,6-bis(4-bromophenyl)-3-(pyrimidin-2-yl)-1,2,4-triazine), C1(=CC=C(C=C1)C)C (para-xylene), C12C=CC(C=C1)C2 (2,5-Norbornadiene). Run in O (water). The product is BrC1=CC=C(C=C1)C=1C=CC(=NC1C1=CC=C(C=C1)Br)C1=NC=CC=N1 (2-[5,6-bis(4-bromophenyl)-2-pyridyl]pyrimidine). As a reaction SMILES: [Br:1][C:2]1[CH:7]=[CH:6][C:5]([C:8]2[N:9]=[C:10]([C:21]3[N:26]=[CH:25][CH:24]=[CH:23][N:22]=3)N=N[C:13]=2[C:14]2[CH:19]=[CH:18][C:17]([Br:20])=[CH:16][CH:15]=2)=[CH:4][CH:3]=1.[C:27]1(C)C=CC(C)=C[CH:28]=1.C12CC(C=C1)C=C2>O>[Br:20][C:17]1[CH:18]=[CH:19][C:14]([C:13]2[CH:27]=[CH:28][C:10]([C:21]3[N:26]=[CH:25][CH:24]=[CH:23][N:22]=3)=[N:9][C:8]=2[C:5]2[CH:6]=[CH:7][C:2]([Br:1])=[CH:3][CH:4]=2)=[CH:15][CH:16]=1. Reported procedure: In a 200 mL three-neck flask were put 2.4 g (5.0 mmol) of 5,6-bis(4-bromophenyl)-3-(pyrimidin-2-yl)-1,2,4-triazine, 60 mL of para-xylene, 2.1 mL (19 mmol) of 2,5-Norbornadiene, and the mixture was refluxed under a nitrogen gas stream at 150° C. for 12 hours. After a certain time, water was added to the mixture, and an aqueous layer was extracted with toluene. The extract was washed with a saturated saline together with the organic layer, and the organic layer was then dried over magnesium sulfat...